Dataset: the Open Reaction Database (ORD), a public repository of structured organic reaction records. Task: describe an organic reaction: reactants, conditions, products, and yield The reactants are O=C(NCC1CCCN(CC2CC2)C1)C1CCCN1C(=O)C1CC(O)CN1C(=O)CC(c1ccccc1)(c1ccccc1)c1ccccc1, BrCC1CC1. RXN SMILES: [CH:1]1([CH2:4][N:5]2[CH2:6][CH:7]([CH2:11][NH:12][C:13](=[O:14])[CH:15]3[N:16]([C:20](=[O:21])[CH:22]4[N:23]([C:28]([CH2:29][C:30]([c:31]5[cH:32][cH:33][cH:34][cH:35][cH:36]5)([c:37]5[cH:38][cH:39][cH:40][cH:41][cH:42]5)[c:43]5[cH:44][cH:45][cH:46][cH:47][cH:48]5)=[O:49])[CH2:24][CH:25]([OH:27])[CH2:26]4)[CH2:17][CH2:18][CH2:19]3)[CH2:8][CH2:9][CH2:10]2)[CH2:2][CH2:3]1.[CH:50]1([CH2:53][Br:54])[CH2:51][CH2:52]1>>[Br-:54].[CH:1]1([CH2:4][N+:5]2([CH2:53][CH:50]3[CH2:51][CH2:52]3)[CH2:6][CH:7]([CH2:11][NH:12][C:13](=[O:14])[CH:15]3[N:16]([C:20](=[O:21])[CH:22]4[N:23]([C:28]([CH2:29][C:30]([c:31]5[cH:32][cH:33][cH:34][cH:35][cH:36]5)([c:37]5[cH:38][cH:39][cH:40][cH:41][cH:42]5)[c:43]5[cH:44][cH:45][cH:46][cH:47][cH:48]5)=[O:49])[CH2:24][CH:25]([OH:27])[CH2:26]4)[CH2:17][CH2:18][CH2:19]3)[CH2:8][CH2:9][CH2:10]2)[CH2:2][CH2:3]1. Yields the product [Br-], O=C(NCC1CCC[N+](CC2CC2)(CC2CC2)C1)C1CCCN1C(=O)C1CC(O)CN1C(=O)CC(c1ccccc1)(c1ccccc1)c1ccccc1. Yields the product CS(=O)(=O)CCOS(C)(=O)=O. Starting materials: CS(=O)(=O)Cl, CS(=O)(=O)CCO, CCN(C(C)C)C(C)C, ClCCl, O. RXN SMILES: [CH3:11][S:12]([Cl:13])(=[O:14])=[O:15].[CH3:1][S:2](=[O:3])(=[O:4])[CH2:5][CH2:6][OH:7].[CH:16]([N:17]([CH2:18][CH3:19])[CH:20]([CH3:21])[CH3:22])([CH3:23])[CH3:24].[Cl:8][CH2:9][Cl:10].[OH2:25]>>[CH3:1][S:2](=[O:3])(=[O:4])[CH2:5][CH2:6][O:7][S:12]([CH3:11])(=[O:14])=[O:15].